Dataset: the Open Reaction Database (ORD), a public repository of structured organic reaction records. Task: describe an organic reaction: reactants, conditions, products, and yield Yields the product CCC(NCC(C)(C)NC(=O)OC(C)(C)C)c1nn2cccc2c(=O)n1Cc1ccccc1. Reaction SMILES: [C:1]([CH3:2])([CH3:3])([CH3:4])[O:5][C:6]([NH:7][C:8]([CH:9]=[O:10])([CH3:11])[CH3:12])=[O:13].[CH3:35][OH:36].[NH2:14][CH:15]([CH2:16][CH3:17])[c:18]1[n:19][n:20]2[c:21]([c:22](=[O:31])[n:23]1[CH2:24][c:25]1[cH:26][cH:27][cH:28][cH:29][cH:30]1)[cH:32][cH:33][cH:34]2>>[C:1]([CH3:2])([CH3:3])([CH3:4])[O:5][C:6]([NH:7][C:8]([CH2:9][NH:14][CH:15]([CH2:16][CH3:17])[c:18]1[n:19][n:20]2[c:21]([c:22](=[O:31])[n:23]1[CH2:24][c:25]1[cH:26][cH:27][cH:28][cH:29][cH:30]1)[cH:32][cH:33][cH:34]2)([CH3:11])[CH3:12])=[O:13]. The reactants are CC(C)(C=O)NC(=O)OC(C)(C)C, CO, CCC(N)c1nn2cccc2c(=O)n1Cc1ccccc1. Reactants: C1COCCO1, CS(=O)(=O)c1ccc(-n2cc(CN=[N+]=[N-])cn2)cc1, O, c1ccc(P(c2ccccc2)c2ccccc2)cc1. Product: CS(=O)(=O)c1ccc(-n2cc(CN)cn2)cc1. As a reaction SMILES: [CH2:40]1[O:41][CH2:42][CH2:43][O:44][CH2:45]1.[N:1](=[N+:2]=[N-:3])[CH2:4][c:5]1[cH:6][n:7][n:8](-[c:10]2[cH:11][cH:12][c:13]([S:16](=[O:17])(=[O:18])[CH3:19])[cH:14][cH:15]2)[cH:9]1.[OH2:20].[c:21]1([P:22]([c:23]2[cH:24][cH:25][cH:26][cH:27][cH:28]2)[c:29]2[cH:30][cH:31][cH:32][cH:33][cH:34]2)[cH:35][cH:36][cH:37][cH:38][cH:39]1>>[NH2:1][CH2:4][c:5]1[cH:6][n:7][n:8](-[c:10]2[cH:11][cH:12][c:13]([S:16](=[O:17])(=[O:18])[CH3:19])[cH:14][cH:15]2)[cH:9]1. Reactants: CCCc1ccc(C2CCC3(CC2)OCCO3)cc1, Cc1ccccc1, O=CO, O. The product is CCCc1ccc(C2CCC(=O)CC2)cc1. RXN SMILES: [CH2:1]([CH2:2][CH3:3])[c:4]1[cH:5][cH:6][c:7]([CH:10]2[CH2:11][CH2:12][C:13]3([O:14][CH2:17][CH2:16][O:15]3)[CH2:18][CH2:19]2)[cH:8][cH:9]1.[CH3:23][c:24]1[cH:25][cH:26][cH:27][cH:28][cH:29]1.[CH:20]([OH:21])=[O:22].[OH2:30]>>[CH2:1]([CH2:2][CH3:3])[c:4]1[cH:5][cH:6][c:7]([CH:10]2[CH2:11][CH2:12][C:13](=[O:14])[CH2:18][CH2:19]2)[cH:8][cH:9]1. Reactants: [Br-], COc1ccc(F)c(-c2ccc(COc3cncc(Br)c3)cc2C(C)(C)C)c1, CCOC(=O)CC[Zn+], C1CCOC1. Yields the product CCOC(=O)CCc1cncc(OCc2ccc(-c3cc(OC)ccc3F)c(C(C)(C)C)c2)c1. As a reaction SMILES: [Br-:29].[Br:1][c:2]1[cH:3][n:4][cH:5][c:6]([O:8][CH2:9][c:10]2[cH:11][c:12]([C:25]([CH3:26])([CH3:27])[CH3:28])[c:13](-[c:16]3[c:17]([F:24])[cH:18][cH:19][c:20]([O:22][CH3:23])[cH:21]3)[cH:14][cH:15]2)[cH:7]1.[CH2:30]([CH3:31])[O:32][C:33]([CH2:34][CH2:35][Zn+:36])=[O:37].[CH2:38]1[O:39][CH2:40][CH2:41][CH2:42]1>>[c:2]1([CH2:35][CH2:34][C:33]([O:32][CH2:30][CH3:31])=[O:37])[cH:3][n:4][cH:5][c:6]([O:8][CH2:9][c:10]2[cH:11][c:12]([C:25]([CH3:26])([CH3:27])[CH3:28])[c:13](-[c:16]3[c:17]([F:24])[cH:18][cH:19][c:20]([O:22][CH3:23])[cH:21]3)[cH:14][cH:15]2)[cH:7]1. Starting materials: CCOC(C)=O, CCN(C(C)C)C(C)C, O=C(O)c1cc2cc(Cl)ccc2[nH]1, O=C(O)C(F)(F)F, CCOC(=O)C1Cc2ccccc2CC1N, C1CCOC1, On1nnc2cccnc21. Product: CCOC(=O)C1Cc2ccccc2CC1NC(=O)c1cc2cc(Cl)ccc2[nH]1. Reaction SMILES: [CH3:61][CH2:62][O:63][C:64](=[O:65])[CH3:66].[CH:47]([N:48]([CH:49]([CH3:50])[CH3:51])[CH2:52][CH3:53])([CH3:54])[CH3:55].[Cl:24][c:25]1[cH:26][c:27]2[cH:28][c:29]([C:34](=[O:35])[OH:36])[nH:30][c:31]2[cH:32][cH:33]1.[F:1][C:2]([F:3])([F:4])[C:5]([OH:6])=[O:7].[NH2:8][CH:9]1[CH2:10][c:11]2[cH:12][cH:13][cH:14][cH:15][c:16]2[CH2:17][CH:18]1[C:19](=[O:20])[O:21][CH2:22][CH3:23].[O:56]1[CH2:57][CH2:58][CH2:59][CH2:60]1.[OH:37][n:38]1[c:39]2[n:40][cH:41][cH:42][cH:43][c:44]2[n:45][n:46]1>>[NH:8]([CH:9]1[CH2:10][c:11]2[cH:12][cH:13][cH:14][cH:15][c:16]2[CH2:17][CH:18]1[C:19](=[O:20])[O:21][CH2:22][CH3:23])[C:34]([c:29]1[cH:28][c:27]2[cH:26][c:25]([Cl:24])[cH:33][cH:32][c:31]2[nH:30]1)=[O:35]. Reactants: C(C)(C)(C)OC(=O)N1CCC(CC1)OS(=O)(=O)C1=CC=C(C=C1)C (4-(toluene-4-sulfonyloxy)piperidine-1-carboxylic acid tert-butyl ester), C([O-])([O-])=O.[Cs+].[Cs+] (cesium carbonate), ClC=1C=CC(=C(C1)C1=NNC=C1NC(=O)C=1C=NN2C1N=CC=C2)OC(F)F (Pyrazolo[1,5-a]pyrimidine-3-carboxylic acid [3-(5-chloro-2-difluoromethoxyphenyl)-1H-pyrazol-4-yl]amide). The solvent is O (water), CN(C)C=O (DMF). Yields the product C(C)(C)(C)OC(=O)N1CCC(CC1)N1N=C(C(=C1)NC(=O)C=1C=NN2C1N=CC=C2)C2=C(C=CC(=C2)Cl)OC(F)F (4-{3-(5-chloro-2-difluoromethoxyphenyl)-4-[(pyrazolo[1,5-a]pyrimidine-3-carbonyl)amino]pyrazol-1-yl}piperidine-1-carboxylic acid tert-butyl ester). Procedure: Pyrazolo[1,5-a]pyrimidine-3-carboxylic acid [3-(5-chloro-2-difluoromethoxyphenyl)-1H-pyrazol-4-yl]amide (200 mg, 0.49 mmol) was dissolved in DMF (5 mL), 4-(toluene-4-sulfonyloxy)piperidine-1-carboxylic acid tert-butyl ester (263 mg, 0.74 mmol) and cesium carbonate (240 mg, 0.74 mmol) were added and the mixture heated at 90° C. for 2 hours. The mixture was allowed to cool to room temperature, diluted with water and extracted with DCM (×3). The combined organic extract was washed with brine, dried... Run at temperature 90 celsius. As a reaction SMILES: [Cl:1][C:2]1[CH:3]=[CH:4][C:5]([O:25][CH:26]([F:28])[F:27])=[C:6]([C:8]2[C:12]([NH:13][C:14]([C:16]3[CH:17]=[N:18][N:19]4[CH:24]=[CH:23][CH:22]=[N:21][C:20]=34)=[O:15])=[CH:11][NH:10][N:9]=2)[CH:7]=1.[C:29]([O:33][C:34]([N:36]1[CH2:41][CH2:40][CH:39](OS(C2C=CC(C)=CC=2)(=O)=O)[CH2:38][CH2:37]1)=[O:35])([CH3:32])([CH3:31])[CH3:30].C(=O)([O-])[O-].[Cs+].[Cs+]>CN(C=O)C.O>[C:29]([O:33][C:34]([N:36]1[CH2:41][CH2:40][CH:39]([N:10]2[CH:11]=[C:12]([NH:13][C:14]([C:16]3[CH:17]=[N:18][N:19]4[CH:24]=[CH:23][CH:22]=[N:21][C:20]=34)=[O:15])[C:8]([C:6]3[CH:7]=[C:2]([Cl:1])[CH:3]=[CH:4][C:5]=3[O:25][CH:26]([F:28])[F:27])=[N:9]2)[CH2:38][CH2:37]1)=[O:35])([CH3:32])([CH3:30])[CH3:31] |f:2.3.4|.